From a dataset of the Open Reaction Database (ORD), a public repository of structured organic reaction records. describe an organic reaction: reactants, conditions, products, and yield Reactants: FC=1C=C(C=CC1O)C1=NC=C(C=C1)CCCCCCCC (2-(m-fluoro-p-hydroxyphenyl)-5-octylpyridine), C(C)O (ethanol), [OH-].[K+] (KOH), CC(CCCCBr)CC (5-methylheptyl bromide). Solvent: C1(=CC=CC=C1)C (toluene), O (water). Conditions: time 4 hour. Product: C(CCCCCCC)C=1C=CC=NC1 (5-octylpyridine). Isolated yield 134.4%. RXN SMILES: FC1C=C([C:9]2[CH:14]=[CH:13][C:12]([CH2:15][CH2:16][CH2:17][CH2:18][CH2:19][CH2:20][CH2:21][CH3:22])=[CH:11][N:10]=2)C=CC=1O.C(O)C.[OH-].[K+].CC(CC)CCCCBr>C1(C)C=CC=CC=1.O>[CH2:15]([C:12]1[CH:13]=[CH:14][CH:9]=[N:10][CH:11]=1)[CH2:16][CH2:17][CH2:18][CH2:19][CH2:20][CH2:21][CH3:22] |f:2.3|. Procedure: To this 2-(m-fluoro-p-hydroxyphenyl)-5-octylpyridine (2 g, 0.007 mol) were added ethanol (20 ml), KOH (0.4 g, 0.007 mol) and optically active 5-methylheptyl bromide (1.4 g, 0.007 mol), followed by heating the mixture under reflux with stirring for 4 hours, cooling, adding water and toluene, transferring the mixture into a separating funnel, washing the resulting organic layer with 2N-NaOH aqueous solution, washing with water, distilling off the solvent under reduced pressure and recrystallizing ... Reactants: 48, C1CCCC2C3=CC=CC=C3C(C12)=O (1,2,3,4,4a,9a-hexahydro-9H-fluoren-9-one), Cl.CNCC(=O)O (methyl glycine hydrochloride), C(C)(=O)[O-].[Na+] (sodium acetate), [H][H] (hydrogen). Reagents/catalysts: [Pd] (palladium-on-charcoal). The solvent is CO (methanol). Yields the product 16.6, CN(CC(=O)O)C1C2=CC=CC=C2C2CCCCC12 (methyl N-(1,2,3,4,4a,9a-hexahydro-9H-fluoren-9-yl) glycine). The yield is 24.8%. Reaction SMILES: [CH2:1]1[CH:13]2[CH:5]([C:6]3[C:11]([C:12]2=O)=[CH:10][CH:9]=[CH:8][CH:7]=3)[CH2:4][CH2:3][CH2:2]1.Cl.[CH3:16][NH:17][CH2:18][C:19]([OH:21])=[O:20].C([O-])(=O)C.[Na+].[H][H]>[Pd].CO>[CH3:16][N:17]([CH:12]1[CH:13]2[CH:5]([CH2:4][CH2:3][CH2:2][CH2:1]2)[C:6]2[C:11]1=[CH:10][CH:9]=[CH:8][CH:7]=2)[CH2:18][C:19]([OH:21])=[O:20] |f:1.2,3.4|. Procedure details: A mixture of 48 parts of 1,2,3,4,4a,9a-hexahydro-9H-fluoren-9-one, 65 parts of methyl glycine hydrochloride, 65 parts of sodium acetate and 560 parts of methanol was hydrogenated at normal pressure and at room temperature with 5 parts of palladium-on-charcoal catalyst 10%. After the calculated amount of hydrogen was taken up, the catalyst was filtered off and the filtrate was evaporated. The residue was taken up in a mixture of water and trichloromethane. The whole was acidified with a hydrochlo... The reactants are [Br-], O=C([O-])[O-], Cc1cc(C)c(O)c(C)c1, Cc1ccccc1, CN1CCCC1=O, N#Cc1ccc(F)cc1, [K+], [K+], [K+]. The product is Cc1cc(C)c(Oc2ccc(C#N)cc2)c(C)c1. Reaction SMILES: [Br-:26].[C:20](=[O:21])([O-:22])[O-:23].[CH3:1][c:2]1[c:3]([OH:10])[c:4]([CH3:9])[cH:5][c:6]([CH3:8])[cH:7]1.[CH3:28][c:29]1[cH:30][cH:31][cH:32][cH:33][cH:34]1.[CH3:35][N:36]1[CH2:37][CH2:38][CH2:39][C:40]1=[O:41].[F:11][c:12]1[cH:13][cH:14][c:15]([C:16]#[N:17])[cH:18][cH:19]1.[K+:24].[K+:25].[K+:27]>>[CH3:1][c:2]1[c:3]([O:10][c:12]2[cH:13][cH:14][c:15]([C:16]#[N:17])[cH:18][cH:19]2)[c:4]([CH3:9])[cH:5][c:6]([CH3:8])[cH:7]1. Starting materials: OCCn1ccnc1, O=c1[nH]c2ccccc2c(=O)o1. The product is O=c1oc(=O)n(CCn2ccnc2)c2ccccc12. RXN SMILES: [OH:13][CH2:14][CH2:15][n:16]1[cH:17][n:18][cH:19][cH:20]1.[c:1]12[c:2](=[O:3])[o:4][c:5](=[O:12])[nH:6][c:7]1[cH:8][cH:9][cH:10][cH:11]2>>[c:1]12[c:2](=[O:3])[o:4][c:5](=[O:12])[n:6]([CH2:14][CH2:15][n:16]3[cH:17][n:18][cH:19][cH:20]3)[c:7]1[cH:8][cH:9][cH:10][cH:11]2. Starting materials: CCOC(=O)CBr, CCCCBr, CCCCOP(OCCCC)OCCCC. Yields the product CCCCOP(=O)(CC(=O)OCC)OCCCC. Reaction SMILES: [Br:17][CH2:18][C:19](=[O:20])[O:21][CH2:22][CH3:23].[Br:24][CH2:25][CH2:26][CH2:27][CH3:28].[P:1]([O:2][CH2:3][CH2:4][CH2:5][CH3:6])([O:7][CH2:8][CH2:9][CH2:10][CH3:11])[O:12][CH2:13][CH2:14][CH2:15][CH3:16]>>[P:1]([O:2][CH2:3][CH2:4][CH2:5][CH3:6])(=[O:7])([O:12][CH2:13][CH2:14][CH2:15][CH3:16])[CH2:18][C:19](=[O:20])[O:21][CH2:22][CH3:23].